This data is from the Open Reaction Database (ORD), a public repository of structured organic reaction records. The task is: describe an organic reaction: reactants, conditions, products, and yield The reactants are C(C)(C)(C)NC(O)=O.COCNS(=O)(=O)C1CC1 (1-methoxy-methylcyclopropylsulfonylamine tert-butylcarbamate), C(=O)(C(F)(F)F)O.C(Cl)Cl (TFA CH2Cl2). Product: COCC1(CC1)S(=O)(=O)N (1-methoxymethylcyclopropylsulfonamide). RXN SMILES: C(N[C:6](=[O:8])O)(C)(C)C.COC[NH:12][S:13]([CH:16]1[CH2:18][CH2:17]1)(=[O:15])=[O:14].[C:19](O)(C(F)(F)F)=O.C(Cl)Cl>>[CH3:19][O:8][CH2:6][C:16]1([S:13]([NH2:12])(=[O:14])=[O:15])[CH2:17][CH2:18]1 |f:0.1,2.3|. Procedure: Step 15IIe) A solution of 1-methoxy-methylcyclopropylsulfonylamine tert-butylcarbamate (1.14 g, 4.30 mmol) was dissolved in a solution of 50% TFA/CH2Cl2 (30 mL) and was stirred stirred at rt for 16 h. The solvent was removed in vacuo and the residue chromatographed over 80 g of SiO2 (eluting with 0% to 60% EtOAC/Hexanes to afford Example 15, 1-methoxymethylcyclopropylsulfonamide, as a white solid (0.55 g, 77% overall over two steps): 1H NMR (CDCl3) δ 0.95 (m, 2H), 1.44 (m, 2H), 3.36 (s, 3H), 3.6... Reactants: S1(CC=CC1)(=O)=O (2,5-dihydrothiophene 1,1-dioxide), C(CN)N (ethylenediamine). The solvent is O (water). The product is C(CNC1CSCC1)NC1CSCC1 (N,N'-Ethylenebis(tetrahydro-3-thiophenamine)). The yield is 63.0%. RXN SMILES: [S:1]1(=O)(=O)[CH2:5][CH:4]=[CH:3][CH2:2]1.[CH2:8]([NH2:11])[CH2:9][NH2:10]>O>[CH2:8]([NH:11][CH:3]1[CH2:4][CH2:5][S:1][CH2:2]1)[CH2:9][NH:10][CH:3]1[CH2:4][CH2:5][S:1][CH2:2]1. Procedure details: A mixture of 2,5-dihydrothiophene 1,1-dioxide (236.4 parts, 2.0 moles); ethylenediamine (480.8 parts, 8 moles); and water (600 ml.) was heated at 70°-80° C. for 4 hours. The water and unreacted ethylenediamine were distilled under reduced pressure. Benzene (750 ml.) was added to the residue and the residual water was removed by azeotropic distillation. After removing the benzene, a reddish colored viscous oil in the amount of 375 g. (63 percent yield) that solidified on cooling was obtained. Starting materials: C1(=CC=CC=C1)O (phenol), CC(C)([O-])C.[K+] (potassium t-butoxide), COC(C1=C(C=CC(=C1)[N+](=O)[O-])Cl)=O (2-chloro-5-nitro-benzoic acid methyl ester). Run in O1CCOCC1 (1,4-dioxane). Conditions: time 0.5 hour. Yields the product COC(C1=C(C=CC(=C1)[N+](=O)[O-])OC1=CC=CC=C1)=O (5-nitro-2-phenoxy-benzoic acid methyl ester). Isolated yield 85.9%. As a reaction SMILES: [C:1]1([OH:7])[CH:6]=[CH:5][CH:4]=[CH:3][CH:2]=1.CC(C)([O-])C.[K+].[CH3:14][O:15][C:16](=[O:27])[C:17]1[CH:22]=[C:21]([N+:23]([O-:25])=[O:24])[CH:20]=[CH:19][C:18]=1Cl>O1CCOCC1>[CH3:14][O:15][C:16](=[O:27])[C:17]1[CH:22]=[C:21]([N+:23]([O-:25])=[O:24])[CH:20]=[CH:19][C:18]=1[O:7][C:1]1[CH:6]=[CH:5][CH:4]=[CH:3][CH:2]=1 |f:1.2|. Reported procedure: A mixture of phenol (5.64 g, 60 mmol) and potassium t-butoxide (6.74 g, 60 mmol) in 50 mL 1,4-dioxane was stirred at room temperature for 0.5 h. To the mixture was added 2-chloro-5-nitro-benzoic acid methyl ester (10.78 g, 50 mmol) and the mixture was refluxed overnight. The solvent was evaporated and the residue was purified by chromatography with EtOAc:hexanes, 1:4, as eluant, yielding (11.739 g, 86%) 5-nitro-2-phenoxy-benzoic acid methyl ester. A mixture of 5-nitro-2-phenoxy-benzoic acid meth...